From a dataset of the Open Reaction Database (ORD), a public repository of structured organic reaction records. describe an organic reaction: reactants, conditions, products, and yield Reactants: C1(=CC=CC=C1)P(C1=CC=CC=C1)C1=CC=CC=C1 (Triphenylphosphine), C1(=CC=CC=C1)C1=CC=C(CBr)C=C1 (4-phenylbenzyl bromide). Run in C=1(C(=CC=CC1)C)C (xylene). Yields the product [Br-].C1(=CC=CC=C1)C1=CC=C(C[P+](C2=CC=CC=C2)(C2=CC=CC=C2)C2=CC=CC=C2)C=C1 (4-Phenylbenzyltriphenylphosphonium Bromide). The yield is 90.5%. Reaction SMILES: [C:1]1([P:7]([C:14]2[CH:19]=[CH:18][CH:17]=[CH:16][CH:15]=2)[C:8]2[CH:13]=[CH:12][CH:11]=[CH:10][CH:9]=2)[CH:6]=[CH:5][CH:4]=[CH:3][CH:2]=1.[C:20]1([C:26]2[CH:33]=[CH:32][C:29]([CH2:30][Br:31])=[CH:28][CH:27]=2)[CH:25]=[CH:24][CH:23]=[CH:22][CH:21]=1>C1(C)C(C)=CC=CC=1>[Br-:31].[C:20]1([C:26]2[CH:27]=[CH:28][C:29]([CH2:30][P+:7]([C:1]3[CH:2]=[CH:3][CH:4]=[CH:5][CH:6]=3)([C:8]3[CH:13]=[CH:12][CH:11]=[CH:10][CH:9]=3)[C:14]3[CH:15]=[CH:16][CH:17]=[CH:18][CH:19]=3)=[CH:32][CH:33]=2)[CH:21]=[CH:22][CH:23]=[CH:24][CH:25]=1 |f:3.4|. Procedure: Triphenylphosphine (1.34 g) was added to a stirred solution of 4-phenylbenzyl bromide (1.26 g) in xylene (20 mL). The mixture was refluxed for 19 hr to a give white solid. The solid was washed with toluene and hexane to afford the titled compound (2.35 g). Starting materials: O=C(Cl)OCC(Cl)(Cl)Cl, Nc1nc2cc(Cl)ccc2o1, C1CCOC1, O, c1ccncc1. Yields the product O=C(Nc1nc2cc(Cl)ccc2o1)OCC(Cl)(Cl)Cl. Reaction SMILES: [Cl:18][C:19](=[O:20])[O:21][CH2:22][C:23]([Cl:24])([Cl:25])[Cl:26].[NH2:1][c:2]1[o:3][c:4]2[c:5]([n:6]1)[cH:7][c:8]([Cl:11])[cH:9][cH:10]2.[O:28]1[CH2:29][CH2:30][CH2:31][CH2:32]1.[OH2:27].[cH:12]1[cH:13][cH:14][n:15][cH:16][cH:17]1>>[NH:1]([c:2]1[o:3][c:4]2[c:5]([n:6]1)[cH:7][c:8]([Cl:11])[cH:9][cH:10]2)[C:19](=[O:20])[O:21][CH2:22][C:23]([Cl:24])([Cl:25])[Cl:26]. Starting materials: O[C@@H]1CC[C@H](CC1)NCCC1=CC=C(C=C1)O ((±)-(trans)-4-[2-(4-hydroxycyclohexylamino)ethyl]phenol), ClC1=NC=C(C(=O)N)C=C1 (6-chloronicotinamide), C(=O)([O-])[O-].[K+].[K+] (K2CO3). Solvent: CN(C)C=O.C1(=CC=CC=C1)C (DMF toluene). Product: O[C@@H]1CC[C@H](CC1)NCCC1=CC=C(OC2=NC=C(C(=O)N)C=C2)C=C1 ((±)-6-{4-[2-((trans)-4-Hydroxycyclohexylamino)ethyl]phenoxy}nicotinamide). Isolated yield 42.8%. RXN SMILES: [OH:1][C@H:2]1[CH2:7][CH2:6][C@H:5]([NH:8][CH2:9][CH2:10][C:11]2[CH:16]=[CH:15][C:14]([OH:17])=[CH:13][CH:12]=2)[CH2:4][CH2:3]1.Cl[C:19]1[CH:27]=[CH:26][C:22]([C:23]([NH2:25])=[O:24])=[CH:21][N:20]=1.C([O-])([O-])=O.[K+].[K+]>CN(C=O)C.C1(C)C=CC=CC=1>[OH:1][C@H:2]1[CH2:7][CH2:6][C@H:5]([NH:8][CH2:9][CH2:10][C:11]2[CH:12]=[CH:13][C:14]([O:17][C:19]3[CH:27]=[CH:26][C:22]([C:23]([NH2:25])=[O:24])=[CH:21][N:20]=3)=[CH:15][CH:16]=2)[CH2:4][CH2:3]1 |f:2.3.4,5.6|. Procedure: Heat a mixture of the phenol (121.2 mg, 0.52 mmol), 6-chloronicotinamide (121.0 mg, 0.77 mmol), and K2CO3 (213.5 mg, 1.55 mmol) in 3:1 DMF/toluene (6.0 mL) at 165° C. for 3 hours. Quench the reaction with a small amount of H2O and concentrate to dryness, using xylenes to remove DMF azeotropically. Dissolve the residue in MeOH and filter. Concentrate the filtrate and purify by flash chromatography, eluting with 75:15:10 EtOAc/CH2Cl2/2.0 M NH3 in MeOH, to afford the title compound (79.1 mg, 43%): ... The reactants are O (Water), SmI2, C(C1=CC=CC=C1)(=O)N[C@H]1[C@@H]2N(C(=C(CS2)CCl)C(=O)OC)C1=O (methyl 7β-benzoylamino-3chloromethyl-3-cephem -4-carboxylate). The solvent is C1CCOC1 (THF), C1CCOC1 (THF). Reaction conditions: time 0.2 hour. Product: C(C1=CC=CC=C1)(=O)N[C@H]1[C@@H]2N(C(C(CS2)=C)C(=O)OC)C1=O (Methyl 7β-benzoylamino-3-methylenecepham-4carboxylate). Isolated yield 96.0%. Reaction SMILES: [C:1]([NH:9][C@@H:10]1[C:23](=[O:24])[N:12]2[C:13]([C:19]([O:21][CH3:22])=[O:20])=[C:14]([CH2:17]Cl)[CH2:15][S:16][C@H:11]12)(=[O:8])[C:2]1[CH:7]=[CH:6][CH:5]=[CH:4][CH:3]=1.O>C1COCC1>[C:1]([NH:9][C@@H:10]1[C:23](=[O:24])[N:12]2[CH:13]([C:19]([O:21][CH3:22])=[O:20])[C:14](=[CH2:17])[CH2:15][S:16][C@H:11]12)(=[O:8])[C:2]1[CH:7]=[CH:6][CH:5]=[CH:4][CH:3]=1. Procedure details: To a solution of 48 ml of SmI2 in THF (0.1M), a solution of 0.8 g of methyl 7β-benzoylamino-3chloromethyl-3-cephem -4-carboxylate in 100 ml of dry THF, was added by dropping at -78° C. The resulting mixture was allowed to warm to room temperature in 0.5 hours. Water was added, and the mixture stirred for further 0.2 hours at room temperature. After the usual work-up and column chromatography, the title product was isolated in 96% yield. Starting materials: N(=[N+]=[N-])C(C(=O)OC)=CC1=CC=C(C=C1)CC (Methyl 2-azido-3-(4-ethylphenyl)acrylate). Solvent: CC=1C=CC(=CC1)C (p-xylene). Yields the product C(C)C1=CC=C2C=C(NC2=C1)C(=O)OC (Methyl 6-ethyl-1H-indole-2-carboxylate). Yield: 59.1%. RXN SMILES: [N:1]([C:4](=[CH:9][C:10]1[CH:15]=[CH:14][C:13]([CH2:16][CH3:17])=[CH:12][CH:11]=1)[C:5]([O:7][CH3:8])=[O:6])=[N+]=[N-]>CC1C=CC(C)=CC=1>[CH2:16]([C:13]1[CH:14]=[C:15]2[C:10]([CH:9]=[C:4]([C:5]([O:7][CH3:8])=[O:6])[NH:1]2)=[CH:11][CH:12]=1)[CH3:17]. Procedure details: Methyl 2-azido-3-(4-ethylphenyl)acrylate (36) (1.0 g, 4.33 mmol) was dissolved in p-xylene and heated at reflux for 3 h. After evaporation of the solvent, the residue was purified by flash column chromatography eluting with a linear gradient ranging from 0 to 20% EtOAc-hexanes to provide 0.52 g (59%) of product 37 as a pale yellow solid. 1H NMR (300 MHz, CDCl3) δ 1.28 (t, J=7 Hz, 3H), 2.79 (q, J=7 Hz, 2H), 3.94 (s, 3H), 7.03 (dd, J=2, 8 Hz, 1H), 7.17-7.18 (m, 1H), 7.21-7.23 (m, 1H), 7.60 (d, J=8...